This data is from the Open Reaction Database (ORD), a public repository of structured organic reaction records. The task is: describe an organic reaction: reactants, conditions, products, and yield The reactants are C(C)OC(COC1=CC=C(C=C1)CC=1NC=CN1)=O (4-(1-imidazolylmethyl)phenoxyacetic acid ethyl ester), N (ammonia). Run in C(C)O (ethanol). Product: N1C(=NC=C1)CC1=CC=C(OCC(=O)N)C=C1 (4-(1-imidazolylmethyl)phenoxyacetamide). As a reaction SMILES: C([O:3][C:4](=O)[CH2:5][O:6][C:7]1[CH:12]=[CH:11][C:10]([CH2:13][C:14]2[NH:15][CH:16]=[CH:17][N:18]=2)=[CH:9][CH:8]=1)C.[NH3:20]>C(O)C>[NH:18]1[CH:17]=[CH:16][N:15]=[C:14]1[CH2:13][C:10]1[CH:11]=[CH:12][C:7]([O:6][CH2:5][C:4]([NH2:20])=[O:3])=[CH:8][CH:9]=1. Reported procedure: A solution of 4-(1-imidazolylmethyl)phenoxyacetic acid ethyl ester (2.0 g) in ethanol (10 ml) and concentrated aqueous ammonia (SG 0.880) were heated under reflux for 2 hours and then evaporated. The residue was crystallised from a mixture of methanol and 2-butanone to give 4-(1-imidazolylmethyl)phenoxyacetamide (1.31 g) m.p. 173°-174° C. Found: C, 62.42, H, 5.76, N, 17.40. C12H13N3O2 requires: C, 62.32, H, 5.67, N, 18.17%. The reactants are NC1=C2C=3C(=NN(C3C=C1)CCN(CC)CC)C1=C(S2)C=CC(=C1)O (5-amino-2-[2-(diethylamino)-ethyl]-2H-benzothiopyrano[4,3,2-cd]indazol-9-ol), BrCCC1=C2C(C(=O)NC2=O)=CC=C1 (bromoethylphthalimide), C(C)(C)N(C(C)C)CC (N,N-diisopropylethylamine). Solvent: C(Cl)(Cl)Cl (chloroform). Run at temperature 110 celsius. Yields the product Br.C(C)N(CCN1N=C2C=3C(=C(C=CC13)NCCN1C(C3=CC=CC=C3C1=O)=O)SC1=C2C=C(C=C1)O)CC (2-[2-(Diethylamino)ethyl]-5-[[2-(1,3-dihydro-1,3-dioxo-2H-isoindol-2-yl)ethyl]amino]-2H-[1]benzothiopyrano[4,3,2-cd]indazol-9-ol, monohydrobromide). RXN SMILES: [NH2:1][C:2]1[CH:10]=[CH:9][C:8]2[N:7]([CH2:11][CH2:12][N:13]([CH2:16][CH3:17])[CH2:14][CH3:15])[N:6]=[C:5]3[C:18]4[CH:24]=[C:23]([OH:25])[CH:22]=[CH:21][C:19]=4[S:20][C:3]=1[C:4]=23.[Br:26]CC[C:29]1[CH:39]=[CH:38][CH:37]=[C:31]2[C:32]([NH:34][C:35](=[O:36])[C:30]=12)=[O:33].[CH:40](N(CC)C(C)C)(C)[CH3:41]>C(Cl)(Cl)Cl>[BrH:26].[CH2:14]([N:13]([CH2:16][CH3:17])[CH2:12][CH2:11][N:7]1[C:8]2[CH:9]=[CH:10][C:2]([NH:1][CH2:40][CH2:41][N:34]3[C:35](=[O:36])[C:30]4[C:31](=[CH:37][CH:38]=[CH:39][CH:29]=4)[C:32]3=[O:33])=[C:3]3[S:20][C:19]4[CH:21]=[CH:22][C:23]([OH:25])=[CH:24][C:18]=4[C:5]([C:4]=23)=[N:6]1)[CH3:15] |f:4.5|. Procedure: A mixture of 4.61 g of 5-amino-2-[2-(diethylamino)-ethyl]-2H-benzothiopyrano[4,3,2-cd]indazol-9-ol and 4.3 g of bromoethylphthalimide is heated at 110° C. for 16 hours, then cooled to room tempaerature. The mixture is combined with 300 ml of chloroform and 10 ml of N,N-diisopropylethylamine and heated under reflux for 2 hours, then washed with three 350-ml portions of water. The solution is evaporated to afford an oily solid which is triturated with 2-propanol. The resulting solid is collected a... Starting materials: FC1=CC=C(C=C1)C(CN1CCN(CC1)CCCCC1=CC=CC2=CC=CC=C12)N1CCN(CC1)C(C)C (1-[2-(4-Fluorophenyl)-2-(4-isopropylpiperazino)ethyl]-4-(4-naphthalen-1-yl-butyl)piperazine), C(\C=C/C(=O)O)(=O)O (maleic acid). Solvent: C(C)O (ethanol), C(C)O (ethanol). Run at time 2 hour. Product: C(\C=C/C(=O)O)(=O)O.C(\C=C/C(=O)O)(=O)O.C(\C=C/C(=O)O)(=O)O.FC1=CC=C(C=C1)C(CN1CCN(CC1)CCCCC1=CC=CC2=CC=CC=C12)N1CCN(CC1)C(C)C (1-[2-(4-fluorophenyl)-2-(4-isopropylpiperazino)ethyl]-4-(4-naphthalen-1-yl-butyl)piperazine trimaleate). Isolated yield 82.7%. RXN SMILES: [F:1][C:2]1[CH:7]=[CH:6][C:5]([CH:8]([N:30]2[CH2:35][CH2:34][N:33]([CH:36]([CH3:38])[CH3:37])[CH2:32][CH2:31]2)[CH2:9][N:10]2[CH2:15][CH2:14][N:13]([CH2:16][CH2:17][CH2:18][CH2:19][C:20]3[C:29]4[C:24](=[CH:25][CH:26]=[CH:27][CH:28]=4)[CH:23]=[CH:22][CH:21]=3)[CH2:12][CH2:11]2)=[CH:4][CH:3]=1.[C:39]([OH:46])(=[O:45])/[CH:40]=[CH:41]\[C:42]([OH:44])=[O:43]>C(O)C>[C:39]([OH:46])(=[O:45])/[CH:40]=[CH:41]\[C:42]([OH:44])=[O:43].[C:39]([OH:46])(=[O:45])/[CH:40]=[CH:41]\[C:42]([OH:44])=[O:43].[C:39]([OH:46])(=[O:45])/[CH:40]=[CH:41]\[C:42]([OH:44])=[O:43].[F:1][C:2]1[CH:7]=[CH:6][C:5]([CH:8]([N:30]2[CH2:35][CH2:34][N:33]([CH:36]([CH3:38])[CH3:37])[CH2:32][CH2:31]2)[CH2:9][N:10]2[CH2:15][CH2:14][N:13]([CH2:16][CH2:17][CH2:18][CH2:19][C:20]3[C:29]4[C:24](=[CH:25][CH:26]=[CH:27][CH:28]=4)[CH:23]=[CH:22][CH:21]=3)[CH2:12][CH2:11]2)=[CH:4][CH:3]=1 |f:3.4.5.6|. Procedure details: 0.13 g of 1-[2-(4-Fluorophenyl)-2-(4-isopropylpiperazino)ethyl]-4-(4-naphthalen-1-yl-butyl)piperazine was dissolved in 1.5 ml of ethanol, and 1 ml of an ethanol solution of 0.11 g of maleic acid was added, followed by allowing to stand for 2 hours. The precipitated crystals were collected by filtration and washed with ethanol to give 0.18 g of 1-[2-(4-fluorophenyl)-2-(4-isopropylpiperazino)ethyl]-4-(4-naphthalen-1-yl-butyl)piperazine trimaleate as crystals. Reactants: NC(=O)c1ccc(Br)c2c1[nH]c1cc(C3(O)CC3)ccc12, CC(C)(C)[Si](C)(C)Cl, CCOC(C)=O, CN(C)C=O, c1c[nH]cn1. The product is CC(C)(C)[Si](C)(C)OC1(c2ccc3c(c2)[nH]c2c(C(N)=O)ccc(Br)c23)CC1. As a reaction SMILES: [Br:1][c:2]1[cH:3][cH:4][c:5]([C:19](=[O:20])[NH2:21])[c:6]2[nH:7][c:8]3[cH:9][c:10]([C:15]4([OH:18])[CH2:16][CH2:17]4)[cH:11][cH:12][c:13]3[c:14]12.[C:22]([CH3:23])([CH3:24])([CH3:25])[Si:26]([CH3:27])([CH3:28])[Cl:29].[CH3:40][CH2:41][O:42][C:43]([CH3:44])=[O:45].[O:35]=[CH:36][N:37]([CH3:38])[CH3:39].[nH:30]1[cH:31][cH:32][n:33][cH:34]1>>[Br:1][c:2]1[cH:3][cH:4][c:5]([C:19](=[O:20])[NH2:21])[c:6]2[nH:7][c:8]3[cH:9][c:10]([C:15]4([O:18][Si:26]([C:22]([CH3:23])([CH3:24])[CH3:25])([CH3:27])[CH3:28])[CH2:16][CH2:17]4)[cH:11][cH:12][c:13]3[c:14]12.